The task is: describe an organic reaction: reactants, conditions, products, and yield. This data is from the Open Reaction Database (ORD), a public repository of structured organic reaction records. Run in O (water). Product: BrC=1C=C2C(CCC(C2=CC1C)(C)C)(C)C (6-Bromo-1,1,4,4,7-pentamethyl-1,2,3,4-tetrahydronaphthalene). RXN SMILES: Cl[C:2]([CH3:10])([CH2:4][CH2:5][C:6](Cl)([CH3:8])[CH3:7])[CH3:3].[Br:11][C:12]1[CH:17]=[CH:16][CH:15]=[CH:14][C:13]=1[CH3:18].ClCCCl.[Cl-].[Al+3].[Cl-].[Cl-]>O>[Br:11][C:12]1[CH:17]=[C:16]2[C:15](=[CH:14][C:13]=1[CH3:18])[C:6]([CH3:8])([CH3:7])[CH2:5][CH2:4][C:2]2([CH3:10])[CH3:3] |f:3.4.5.6|. Procedure details: 18.31 g (100.0 mmol) of 2,5-dichloro-2,5-dimethylhexane, 17.10 g (100.0 mmol) of 2-bromotoluene and 200 ml of 1,2-dichloroethane are introduced into a three-necked flask under an argon atmosphere. 1.33 g (10.0 mmol) of aluminium chloride are added rapidly in a single portion and the reaction medium is stirred for thirty minutes at room temperature. The reaction medium is poured into water, extracted with dichloromethane and washed with water, and the organic phase is separated out after settling... Starting materials: ClC(C)(CCC(C)(C)Cl)C (2,5-dichloro-2,5-dimethylhexane), BrC1=C(C=CC=C1)C (2-bromotoluene), ClCCCl (1,2-dichloroethane), [Cl-].[Al+3].[Cl-].[Cl-] (aluminium chloride). Reactants: C(C)(C)(C)OC(=O)NC[C@@H]1CC[C@H](CC1)C(=O)NC([C@@H](N)CC1=CC=CC=C1)=O (N-[trans-4-(t-butoxycarbonylaminomethyl)cyclohexylcarbonyl]-L-phenylalanine amide), Cl.O1CCOCC1 (hydrogen chloride 1,4-dioxane). Conditions: time 30 minute. Yields the product Cl.CN(C([C@@H](N)CC1=CC=CC=C1)=O)C (L-phenylalanine dimethylamide hydrochloride). Reaction SMILES: C(OC(NC[C@H]1CC[C@H]([C:16]([NH:18][C:19](=[O:29])[C@H:20]([CH2:22][C:23]2[CH:28]=[CH:27][CH:26]=[CH:25][CH:24]=2)[NH2:21])=O)CC1)=O)(C)(C)C.[ClH:30].O1CCOC[CH2:32]1>>[ClH:30].[CH3:32][N:18]([CH3:16])[C:19](=[O:29])[C@H:20]([CH2:22][C:23]1[CH:24]=[CH:25][CH:26]=[CH:27][CH:28]=1)[NH2:21] |f:1.2,3.4|. Procedure details: To the compound (I) (19.00 g), 4 N hydrogen chloride/1,4-dioxane solution (325 ml) was added under room temperature, and the mixture was stirred at the same temperature for 30 minutes. The mixture was concentrated under a reduced pressure, and L-phenylalanine dimethylamide hydrochloride (II) was obtained quantitatively as a white powder. Subsequently, to a solution of the compound (II), trans-4-(t-butoxycarbonylaminomethyl)cyclohexylcarboxylic acid (16.70 g) and triethylamine (9.75 ml) in dry di...